Dataset: the Open Reaction Database (ORD), a public repository of structured organic reaction records. Task: describe an organic reaction: reactants, conditions, products, and yield Reactants: C(=O)(OC(C)(C)C)N1CCC(CC1)O (1-Boc-4-hydroxypiperidine), ClC1=CC(=NC=C1)C#N (4-chloro-2-cyanopyridine), C(=O)(OC(C)(C)C)N1CCC(CC1)OC1=NC=CC=C1 (1-Boc-4-(pyridin-2-yloxy)piperidine). Yields the product C(=O)(OC(C)(C)C)N1CCC(CC1)OC1=CC(=NC=C1)C#N (1-Boc-4-(2-Cyanopyridin-4-yloxy)piperidine). Reported procedure: Prepared from 1-Boc-4-hydroxypiperidine and 4-chloro-2-cyanopyridine using methods substantially equivalent to those described for the synthesis of 1-Boc-4-(pyridin-2-yloxy)piperidine. The product was purified by chromatography over silica gel, eluting with 25% ethyl acetate in hexanes. As a reaction SMILES: [C:1]([N:8]1[CH2:13][CH2:12][CH:11]([OH:14])[CH2:10][CH2:9]1)([O:3][C:4]([CH3:7])([CH3:6])[CH3:5])=[O:2].Cl[C:16]1[CH:21]=[CH:20][N:19]=[C:18]([C:22]#[N:23])[CH:17]=1.C(N1CCC(OC2C=CC=CN=2)CC1)(OC(C)(C)C)=O>>[C:1]([N:8]1[CH2:13][CH2:12][CH:11]([O:14][C:16]2[CH:21]=[CH:20][N:19]=[C:18]([C:22]#[N:23])[CH:17]=2)[CH2:10][CH2:9]1)([O:3][C:4]([CH3:7])([CH3:6])[CH3:5])=[O:2]. Reported procedure: In analogy to the procedure described for example 3 c], [rac]-2-(6-hydroxy-indol-1-yl)-propionic acid ethyl ester (J. E. D. Barton, D. Cartwright, C. J. Mathews, Brit. UK Pat. Appl. (1992), GB 2253848 A1) was reacted with [2-methyl-5-(4-trifluoromethoxy-phenyl)-2H-pyrazol-3-yl]-methanol (example 11 d]) in the presence of N,N,N′,N′-tetramethyl azodicarboxamide and tributylphosphine to give [rac]-2-{6-[2-methyl-5-(4-trifluoromethoxy-phenyl)-2H-pyrazol-3-ylmethoxy]-indol-1-yl}-propionic acid ethyl ... Starting materials: CN1N=C(C=C1CO)C1=CC=C(C=C1)OC(F)(F)F ([2-methyl-5-(4-trifluoromethoxy-phenyl)-2H-pyrazol-3-yl]-methanol), CN(C(=O)N=NC(=O)N(C)C)C (N,N,N′,N′-tetramethyl azodicarboxamide), C(CCC)P(CCCC)CCCC (tributylphosphine), C(C)OC(C(C)N1C=CC2=CC=C(C=C12)O)=O ([rac]-2-(6-hydroxy-indol-1-yl)-propionic acid ethyl ester). Product: C(C)OC(C(C)N1C=CC2=CC=C(C=C12)OCC=1N(N=C(C1)C1=CC=C(C=C1)OC(F)(F)F)C)=O ([rac]-2-{6-[2-methyl-5-(4-trifluoromethoxy-phenyl)-2H-pyrazol-3-ylmethoxy]-indol-1-yl}-propionic acid ethyl ester). As a reaction SMILES: [CH2:1]([O:3][C:4](=[O:17])[CH:5]([N:7]1[C:15]2[C:10](=[CH:11][CH:12]=[C:13]([OH:16])[CH:14]=2)[CH:9]=[CH:8]1)[CH3:6])[CH3:2].[CH3:18][N:19]1[C:23]([CH2:24]O)=[CH:22][C:21]([C:26]2[CH:31]=[CH:30][C:29]([O:32][C:33]([F:36])([F:35])[F:34])=[CH:28][CH:27]=2)=[N:20]1.CN(C)C(N=NC(N(C)C)=O)=O.C(P(CCCC)CCCC)CCC>>[CH2:1]([O:3][C:4](=[O:17])[CH:5]([N:7]1[C:15]2[C:10](=[CH:11][CH:12]=[C:13]([O:16][CH2:24][C:23]3[N:19]([CH3:18])[N:20]=[C:21]([C:26]4[CH:27]=[CH:28][C:29]([O:32][C:33]([F:35])([F:34])[F:36])=[CH:30][CH:31]=4)[CH:22]=3)[CH:14]=2)[CH:9]=[CH:8]1)[CH3:6])[CH3:2].